This data is from the Open Reaction Database (ORD), a public repository of structured organic reaction records. The task is: describe an organic reaction: reactants, conditions, products, and yield Starting materials: Br, O=C(Cc1cc(F)cc(F)c1)NC(Cc1cc2ccccc2[nH]1)C(=O)O, NC1C(=O)Nc2ccccc2SC1c1ccccc1, CC(NC(=O)Cc1ccccc1)C(=O)NC1C(=O)Nc2ccccc2SC1c1ccccc1. Yields the product O=C(Cc1cc(F)cc(F)c1)NC(Cc1cc2ccccc2[nH]1)C(=O)NC1C(=O)Nc2ccccc2SC1c1ccccc1. As a reaction SMILES: [BrH:34].[F:54][c:55]1[cH:56][c:57]([CH2:62][C:63](=[O:64])[NH:65][CH:66]([CH2:67][c:68]2[nH:69][c:70]3[cH:71][cH:72][cH:73][cH:74][c:75]3[cH:76]2)[C:77](=[O:78])[OH:79])[cH:58][c:59]([F:61])[cH:60]1.[NH2:35][CH:36]1[CH:37]([c:48]2[cH:49][cH:50][cH:51][cH:52][cH:53]2)[S:38][c:39]2[c:40]([cH:44][cH:45][cH:46][cH:47]2)[NH:41][C:42]1=[O:43].[O:1]=[C:2]1[NH:3][c:4]2[cH:5][cH:6][cH:7][cH:8][c:9]2[S:10][CH:11]([c:12]2[cH:13][cH:14][cH:15][cH:16][cH:17]2)[CH:18]1[NH:19][C:20](=[O:21])[CH:22]([CH3:23])[NH:24][C:25](=[O:26])[CH2:27][c:28]1[cH:29][cH:30][cH:31][cH:32][cH:33]1>>[NH:35]([CH:36]1[CH:37]([c:48]2[cH:49][cH:50][cH:51][cH:52][cH:53]2)[S:38][c:39]2[c:40]([cH:44][cH:45][cH:46][cH:47]2)[NH:41][C:42]1=[O:43])[C:77]([CH:66]([NH:65][C:63]([CH2:62][c:57]1[cH:56][c:55]([F:54])[cH:60][c:59]([F:61])[cH:58]1)=[O:64])[CH2:67][c:68]1[nH:69][c:70]2[cH:71][cH:72][cH:73][cH:74][c:75]2[cH:76]1)=[O:78]. Starting materials: N1(C=NC=C1)C[C@H](C1=CC=CC=C1)OC1=C(C=2CCCC(C2C=C1)=O)CSC1=CC=C(C(=O)O)C=C1 (4-{[(2-{[(1S)-2-(1H-imidazol-1-yl)-1-phenylethyl]oxy}-5-oxo-5,6,7,8-tetrahydro-1-naphthalenyl)methyl]sulfanyl}benzoic acid), NC[C@@H](C)O ((R)-1-amino-2-propanol). The product is O[C@@H](CNC(C1=CC=C(C=C1)SCC1=C(C=CC=2C(CCCC12)=O)O[C@H](CN1C=NC=C1)C1=CC=CC=C1)=O)C (N-[(2R)-2-Hydroxypropyl]-4-{[(2-{[(1S)-2-(1H-imidazol-1-yl)-1-phenylethyl]oxy}-5-oxo-5,6,7,8-tetrahydro-1-naphthalenyl)methyl]sulfanyl}benzamide). Isolated yield 86.4%. As a reaction SMILES: [N:1]1([CH2:6][C@@H:7]([O:14][C:15]2[CH:24]=[CH:23][C:22]3[C:21](=[O:25])[CH2:20][CH2:19][CH2:18][C:17]=3[C:16]=2[CH2:26][S:27][C:28]2[CH:36]=[CH:35][C:31]([C:32](O)=[O:33])=[CH:30][CH:29]=2)[C:8]2[CH:13]=[CH:12][CH:11]=[CH:10][CH:9]=2)[CH:5]=[CH:4][N:3]=[CH:2]1.[NH2:37][CH2:38][C@H:39]([OH:41])[CH3:40]>>[OH:41][C@H:39]([CH3:40])[CH2:38][NH:37][C:32](=[O:33])[C:31]1[CH:35]=[CH:36][C:28]([S:27][CH2:26][C:16]2[C:17]3[CH2:18][CH2:19][CH2:20][C:21](=[O:25])[C:22]=3[CH:23]=[CH:24][C:15]=2[O:14][C@@H:7]([C:8]2[CH:9]=[CH:10][CH:11]=[CH:12][CH:13]=2)[CH2:6][N:1]2[CH:5]=[CH:4][N:3]=[CH:2]2)=[CH:29][CH:30]=1. Reported procedure: Using the method in Example 172, 4-{[(2-{[(1S)-2-(1H-imidazol-1-yl)-1-phenylethyl]oxy}-5-oxo-5,6,7,8-tetrahydro-1-naphthalenyl)methyl]sulfanyl}benzoic acid (50 mg, 0.10 mmol, 0.20M in DMF) and (R)-1-amino-2-propanol (23 mg, 0.30 mmol, 0.6M in DMF) were combined to give 48 mg of the desired compound: Low resolution mass spectrum (LC-MS, APCI) m/z 556 [M+H]+. The reactants are resultant solution, ClC=1C=C(C(=O)O)C=CC1OC(F)(F)F (3-Chloro-4-[(trifluoromethyl)oxy]benzoic acid), C(CCl)Cl (EDC), C=1C=CC2=C(C1)N=NN2O (HOBt), ClC1=CN(C2=CC=C(C=C12)C(=N)NO)CCC(=O)OCC (ethyl 3-{3-chloro-5-[(hydroxyamino)(imino)methyl]-1H-indol-1-yl}propanoate). The solvent is CN(C)C=O (DMF). Run at temperature 80 celsius, time 8 hour. The product is ClC1=CN(C2=CC=C(C=C12)C1=NOC(=N1)C1=CC(=C(C=C1)OC(F)(F)F)Cl)CCC(=O)OCC (Ethyl 3-[3-chloro-5-(5-{3-chloro-4-[(trifluoromethyl)oxy]phenyl}-1,2,4-oxadiazol-3-yl)-1H-indol-1-yl]propanoate). Yield: 55.6%. RXN SMILES: [Cl:1][C:2]1[CH:3]=[C:4]([CH:8]=[CH:9][C:10]=1[O:11][C:12]([F:15])([F:14])[F:13])[C:5]([OH:7])=O.C(Cl)CCl.C1C=CC2N(O)N=NC=2C=1.[Cl:30][C:31]1[C:39]2[C:34](=[CH:35][CH:36]=[C:37]([C:40]([NH:42]O)=[NH:41])[CH:38]=2)[N:33]([CH2:44][CH2:45][C:46]([O:48][CH2:49][CH3:50])=[O:47])[CH:32]=1>CN(C=O)C>[Cl:30][C:31]1[C:39]2[C:34](=[CH:35][CH:36]=[C:37]([C:40]3[N:41]=[C:5]([C:4]4[CH:8]=[CH:9][C:10]([O:11][C:12]([F:15])([F:14])[F:13])=[C:2]([Cl:1])[CH:3]=4)[O:7][N:42]=3)[CH:38]=2)[N:33]([CH2:44][CH2:45][C:46]([O:48][CH2:49][CH3:50])=[O:47])[CH:32]=1. Procedure: 3-Chloro-4-[(trifluoromethyl)oxy]benzoic acid (commercial: ABCR) (168 mg, 0.70 mmol) stirring in DMF (6 ml) was treated with EDC (146 mg, 0.76 mmol) followed by HOBt (104 mg, 0.76 mmol). The resultant solution was stirred for 15 minutes. Added ethyl 3-{3-chloro-5-[(hydroxyamino)(imino)methyl]-1H-indol-1-yl}propanoate (D96) (216 mg, 0.70 mmol) and stirred at RT for 45 minutes. The solution was heated at 80° C. for 6 hours then left standing at room temperature overnight. Single product formed by ... The reactants are CCO, O=[N+]([O-])c1cc(C#Cc2cncc(Cl)c2)ccc1F, C1CCOC1, O, O, Cl[Sn](Cl)(Cl)Cl. Yields the product Nc1cc(C#Cc2cncc(Cl)c2)ccc1F. Reaction SMILES: [CH3:27][CH2:28][OH:29].[Cl:8][c:9]1[cH:10][n:11][cH:12][c:13]([C:15]#[C:16][c:17]2[cH:18][c:19]([N+:24]([O-:25])=[O:26])[c:20]([F:23])[cH:21][cH:22]2)[cH:14]1.[O:30]1[CH2:31][CH2:32][CH2:33][CH2:34]1.[OH2:1].[OH2:2].[Sn:3]([Cl:4])([Cl:5])([Cl:6])[Cl:7]>>[Cl:8][c:9]1[cH:10][n:11][cH:12][c:13]([C:15]#[C:16][c:17]2[cH:18][c:19]([NH2:24])[c:20]([F:23])[cH:21][cH:22]2)[cH:14]1. Starting materials: CC(=O)[O-], CC(=O)[O-], COc1ccc(SC)cc1, O=Cc1ccccc1, ClCCl, [Rh+2], [N-]=[N+]=Cc1ccccc1. Product: c1ccc(C2OC2c2ccccc2)cc1. Reaction SMILES: [C:28]([O-:29])(=[O:30])[CH3:31].[C:33]([O-:34])(=[O:35])[CH3:36].[CH3:9][O:10][c:11]1[cH:12][cH:13][c:14]([S:15][CH3:16])[cH:17][cH:18]1.[CH:1](=[O:2])[c:3]1[cH:4][cH:5][cH:6][cH:7][cH:8]1.[Cl:37][CH2:38][Cl:39].[Rh+2:32].[c:19]1([CH:25]=[N+:26]=[N-:27])[cH:20][cH:21][cH:22][cH:23][cH:24]1>>[CH:1]1([c:3]2[cH:4][cH:5][cH:6][cH:7][cH:8]2)[O:2][CH:25]1[c:19]1[cH:20][cH:21][cH:22][cH:23][cH:24]1. Starting materials: O=C([O-])[O-], [Cs+], [Cs+], CCOC(=O)c1c(-c2ccc(OC)cc2)c2oc3cc(N)ccc3c2n(Cc2ccccc2OC)c1=O, CN(C)C=O, CS(=O)(=O)Cl. The product is CCOC(=O)c1c(-c2ccc(OC)cc2)c2oc3cc(NS(C)(=O)=O)ccc3c2n(Cc2ccccc2OC)c1=O. RXN SMILES: [C:6](=[O:7])([O-:8])[O-:9].[Cs+:10].[Cs+:11].[NH2:12][c:13]1[cH:14][c:15]2[c:16]([cH:17][cH:18]1)[c:19]1[n:20]([CH2:40][c:41]3[c:42]([O:47][CH3:48])[cH:43][cH:44][cH:45][cH:46]3)[c:21](=[O:39])[c:22]([C:34](=[O:35])[O:36][CH2:37][CH3:38])[c:23](-[c:26]3[cH:27][cH:28][c:29]([O:32][CH3:33])[cH:30][cH:31]3)[c:24]1[o:25]2.[O:49]=[CH:50][N:51]([CH3:52])[CH3:53].[S:1](=[O:2])(=[O:3])([CH3:4])[Cl:5]>>[S:1](=[O:2])(=[O:3])([CH3:4])[NH:12][c:13]1[cH:14][c:15]2[c:16]([cH:17][cH:18]1)[c:19]1[n:20]([CH2:40][c:41]3[c:42]([O:47][CH3:48])[cH:43][cH:44][cH:45][cH:46]3)[c:21](=[O:39])[c:22]([C:34](=[O:35])[O:36][CH2:37][CH3:38])[c:23](-[c:26]3[cH:27][cH:28][c:29]([O:32][CH3:33])[cH:30][cH:31]3)[c:24]1[o:25]2.